From a dataset of the Open Reaction Database (ORD), a public repository of structured organic reaction records. describe an organic reaction: reactants, conditions, products, and yield The reactants are C1(=CC=CC=C1)COC(=O)N1CCC(CC1)C1=C(C=C(C=C1F)N1C(O[C@H](C1)CNC(C)=O)=O)F ((S)-(−)-4-[4-[5-[(acetylamino)methyl]-2-oxo-3-oxazolidinyl]-2,6-difluorophenyl]-1-piperidinecarboxylic acid phenylmethyl ester), FC(C(=O)O)(F)F (trifluoroacetic acid). Run at temperature 0 celsius, time 2 hour. Product: O=C1O[C@H](CN1C1=CC(=C(C(=C1)F)C1CCNCC1)F)CNC(C)=O ((S)-(−)-N-[[2-Oxo-3-[4-(4-piperidinyl)-3,5-difluorophenyl]-5-oxazolidinyl]methyl]acetamide). RXN SMILES: C1(COC([N:11]2[CH2:16][CH2:15][CH:14]([C:17]3[C:22]([F:23])=[CH:21][C:20]([N:24]4[CH2:28][C@H:27]([CH2:29][NH:30][C:31](=[O:33])[CH3:32])[O:26][C:25]4=[O:34])=[CH:19][C:18]=3[F:35])[CH2:13][CH2:12]2)=O)C=CC=CC=1.FC(F)(F)C(O)=O>>[O:34]=[C:25]1[N:24]([C:20]2[CH:19]=[C:18]([F:35])[C:17]([CH:14]3[CH2:15][CH2:16][NH:11][CH2:12][CH2:13]3)=[C:22]([F:23])[CH:21]=2)[CH2:28][C@H:27]([CH2:29][NH:30][C:31](=[O:33])[CH3:32])[O:26]1. Reported procedure: A mixture of (S)-(−)-4-[4-[5-[(acetylamino)methyl]-2-oxo-3-oxazolidinyl]-2,6-difluorophenyl]-1-piperidinecarboxylic acid phenylmethyl ester ((EXAMPLE 35, Step 7, 847 mg) and trifluoroacetic acid (12 mL) maintained at 0° C. under N2 is stirred for two hours and then concentrated under reduced pressure to remove excess trifluoroacetic acid. The residue is diluted with saturated aqueous potassium carbonate (70 mL) and methylene chloride (50 mL), and the layers are separated. The aqueous phase is ex...